From a dataset of the Open Reaction Database (ORD), a public repository of structured organic reaction records. describe an organic reaction: reactants, conditions, products, and yield The reactants are C(=O)(OC(C)(C)C)N([C@@H](CC1=CC=CC=C1)C(=O)O)C (Nα -Boc-(N-methyl) phenylalanine), Cl.COC([C@H](N)C(C)(C)S)=O (D-penicillamine methylester hydrochloride). Yields the product CC(C)(OC(=O)N([C@@H](CC1=CC=CC=C1)C(=O)N[C@H](C(C)(C)S)C(=O)OC)C)C (N-[N-[(1,1-dimethylethoxy)carbonyl]-N-methyl-L-phenylalanyl]-3-mercapto-D-valine, methyl ester), solid. The yield is 99.3%. Reaction SMILES: [C:1]([N:8]([CH3:20])[C@H:9]([C:17]([OH:19])=O)[CH2:10][C:11]1[CH:16]=[CH:15][CH:14]=[CH:13][CH:12]=1)([O:3][C:4]([CH3:7])([CH3:6])[CH3:5])=[O:2].Cl.[CH3:22][O:23][C:24](=[O:31])[C@@H:25]([C:27]([SH:30])([CH3:29])[CH3:28])[NH2:26]>>[CH3:7][C:4]([CH3:5])([O:3][C:1]([N:8]([CH3:20])[C@H:9]([C:17]([NH:26][C@@H:25]([C:24]([O:23][CH3:22])=[O:31])[C:27]([SH:30])([CH3:29])[CH3:28])=[O:19])[CH2:10][C:11]1[CH:12]=[CH:13][CH:14]=[CH:15][CH:16]=1)=[O:2])[CH3:6] |f:1.2|. Procedure details: The title compound was synthesized by coupling Nα -Boc-(N-methyl) phenylalanine (19.0 g, 68.0 mmol) to 13.8 g (69.0 mmol) of D-penicillamine methylester hydrochloride using the procedure described above in Example 19. The title compound was obtained as a white solid (29.6 g, 99.3%). Starting materials: ClC1=C(C=C(C=C1)N1CCC(CC1)NC(OC(C)(C)C)=O)C(=O)NCC12CC3CC(CC(C1)C3)C2 ([1-[4-chloro-3-[[(tricyclo[3.3.1.13,7]dec-1-ylmethyl)amino]carbonyl]phenyl]-4-piperidinyl]-carbamic acid, 1,1-dimethylethyl ester), CO (methanol), Cl (hydrochloric acid), solution. Solvent: O1CCOCC1 (dioxane). Yields the product Cl.NC1CCN(CC1)C=1C=CC(=C(C(=O)NCC23CC4CC(CC(C2)C4)C3)C1)Cl (5-(4-Amino-1-piperidinyl)-2-chloro-N-(tricyclo[3.3.1.13,7]dec-1-ylmethyl)-benzamide, hydrochloride salt). Reaction SMILES: [Cl:1][C:2]1[CH:7]=[CH:6][C:5]([N:8]2[CH2:13][CH2:12][CH:11]([NH:14]C(=O)OC(C)(C)C)[CH2:10][CH2:9]2)=[CH:4][C:3]=1[C:22]([NH:24][CH2:25][C:26]12[CH2:35][CH:30]3[CH2:31][CH:32]([CH2:34][CH:28]([CH2:29]3)[CH2:27]1)[CH2:33]2)=[O:23].Cl.CO>O1CCOCC1>[ClH:1].[NH2:14][CH:11]1[CH2:12][CH2:13][N:8]([C:5]2[CH:6]=[CH:7][C:2]([Cl:1])=[C:3]([CH:4]=2)[C:22]([NH:24][CH2:25][C:26]23[CH2:35][CH:30]4[CH2:31][CH:32]([CH2:34][CH:28]([CH2:29]4)[CH2:27]2)[CH2:33]3)=[O:23])[CH2:9][CH2:10]1 |f:4.5|. Procedure details: Prepared as described in example 5d) above using [1-[4-chloro-3-[[(tricyclo[3.3.1.13,7]dec-1-ylmethyl)amino]carbonyl]phenyl]-4-piperidinyl]-carbamic acid, 1,1-dimethylethyl ester (Example 6c), hydrochloric acid (0.5 ml of a 4N solution in dioxane) and methanol (10 ml). The mixture was heated at reflux for 15 min. to complete the reaction. After evaporation to two-thirds of the original volume, a solid crystallised on standing which was collected by filtration and dried in vacuo to give the title... Reactants: O=C([O-])[O-], COC(=O)c1cccc(O)c1C(=O)OC, CC(C)=O, Clc1cccc(CBr)c1, [K+], [K+]. Product: COC(=O)c1cccc(OCc2cccc(Cl)c2)c1C(=O)OC. Reaction SMILES: [C:16](=[O:17])([O-:18])[O-:19].[CH3:1][O:2][C:3]([c:4]1[c:5]([C:6](=[O:7])[O:8][CH3:9])[c:10]([OH:14])[cH:11][cH:12][cH:13]1)=[O:15].[CH3:31][C:32](=[O:33])[CH3:34].[Cl:22][c:23]1[cH:24][c:25]([CH2:26][Br:27])[cH:28][cH:29][cH:30]1.[K+:20].[K+:21]>>[CH3:1][O:2][C:3]([c:4]1[c:5]([C:6](=[O:7])[O:8][CH3:9])[c:10]([O:14][CH2:26][c:25]2[cH:24][c:23]([Cl:22])[cH:30][cH:29][cH:28]2)[cH:11][cH:12][cH:13]1)=[O:15]. Starting materials: IC1=C(C(=C(C=C1)N=C1NC2(CS1)CCCC2)C)C (2-(4-iodo-2,3-dimethylphenylimino)-3-thia-1-azaspiro[4.4]nonane), C1(CCCC1)Br (cyclopentyl bromide). Yields the product IC1=C(C(=C(C=C1)N=C1N(C2(CS1)CCCC2)C2CCCC2)C)C (2-(4-iodo-2,3-dimethylphenylimino)-1-cyclopentyl-3-thia-1-azaspiro[4.4]nonane). RXN SMILES: [I:1][C:2]1[CH:7]=[CH:6][C:5]([N:8]=[C:9]2[S:13][CH2:12][C:11]3([CH2:17][CH2:16][CH2:15][CH2:14]3)[NH:10]2)=[C:4]([CH3:18])[C:3]=1[CH3:19].[CH:20]1(Br)[CH2:24][CH2:23][CH2:22][CH2:21]1>>[I:1][C:2]1[CH:7]=[CH:6][C:5]([N:8]=[C:9]2[S:13][CH2:12][C:11]3([CH2:17][CH2:16][CH2:15][CH2:14]3)[N:10]2[CH:20]2[CH2:24][CH2:23][CH2:22][CH2:21]2)=[C:4]([CH3:18])[C:3]=1[CH3:19]. Reported procedure: 4-Iodo-2,3-dimethylaniline was converted to 4-iodo-2,3-dimethylphenyl isothiocyanate according to Method A2b. 1-Hydroxymethylcyclopentanamine was prepared according to Method B1c. The 2-hydroxyethylamine was sequentially reacted with SOCl2 and 4-iodo-2,3-dimethylphenyl isothiocyanate according to Method C2a to give 2-(4-iodo-2,3-dimethylphenylimino)-3-thia-1-azaspiro[4.4]nonane. The thiazolidine was reacted with cyclopentyl bromide according to Method D2b to give 2-(4-iodo-2,3-dimethylphenylimin... Reactants: COC(CCBr)=O (methyl-3-bromopropionate), FC=1C=C(CN2C(=NCC2)S)C=C(C1)F (1-(3,5-difluorobenzyl)-2-mercaptoimidazoline), [OH-].[K+] (potassium hydroxide), O (water). Run in CN(C=O)C (dimethylformamide). Run at temperature 95 celsius. Yields the product C(=O)(OC)CCSC=1N(CCN1)CC1=CC(=CC(=C1)F)F (2-(2-carbomethoxyethylthio)-1-(3,5-difluorobenzyl)imidazoline). RXN SMILES: [F:1][C:2]1[CH:3]=[C:4]([CH:12]=[C:13]([F:15])[CH:14]=1)[CH2:5][N:6]1[CH2:10][CH2:9][N:8]=[C:7]1[SH:11].[OH-].[K+].O.[CH3:19][O:20][C:21](=[O:25])[CH2:22][CH2:23]Br>CN(C)C=O>[C:21]([CH2:22][CH2:23][S:11][C:7]1[N:6]([CH2:5][C:4]2[CH:3]=[C:2]([F:1])[CH:14]=[C:13]([F:15])[CH:12]=2)[CH2:10][CH2:9][N:8]=1)([O:20][CH3:19])=[O:25] |f:1.2|. Reported procedure: 1-(3,5-difluorobenzyl)-2-mercaptoimidazoline, prepared as in example 8, and potassium hydroxide in equimolar proportions in dimethylformamide and water are stirred under argon at ambient temperature, and one mole of methyl-3-bromopropionate is added. The reaction mixture is heated at 95° C. overnight, cooled, and extracted three times with ether, and the combined ether extracts are concentrated. Purification by flash chromatography on silica gel gives 2-(2-carbomethoxyethylthio)-1-(3,5-difluorob... Reactants: Cl, Cl, [K+], O=C(c1ccccc1)c1cc([N+](=O)[O-])ccc1O, NO, [OH-]. Yields the product O=[N+]([O-])c1ccc(O)c(C(=NO)c2ccccc2)c1. As a reaction SMILES: [ClH:19].[ClH:22].[K+:24].[N+:1](=[O:2])([O-:3])[c:4]1[cH:5][cH:6][c:7]([OH:18])[c:8]([C:9](=[O:10])[c:11]2[cH:12][cH:13][cH:14][cH:15][cH:16]2)[cH:17]1.[NH2:20][OH:21].[OH-:23]>>[N+:1](=[O:2])([O-:3])[c:4]1[cH:5][cH:6][c:7]([OH:18])[c:8]([C:9]([c:11]2[cH:12][cH:13][cH:14][cH:15][cH:16]2)=[N:20][OH:21])[cH:17]1. Starting materials: COCC(COC)N1CCc2cc(N)c(OC)cc2CC1, NC(=O)CC1(Nc2nc(Cl)ncc2Cl)CCCCC1. Yields the product COCC(COC)N1CCc2cc(Nc3ncc(Cl)c(NC4(CC(N)=O)CCCCC4)n3)c(OC)cc2CC1. As a reaction SMILES: [CH3:1][O:2][c:3]1[c:4]([NH2:21])[cH:5][c:6]2[c:7]([cH:20]1)[CH2:8][CH2:9][N:10]([CH:13]([CH2:14][O:15][CH3:16])[CH2:17][O:18][CH3:19])[CH2:11][CH2:12]2.[Cl:22][c:23]1[n:24][cH:25][c:26]([Cl:40])[c:27]([NH:29][C:30]2([CH2:36][C:37](=[O:38])[NH2:39])[CH2:31][CH2:32][CH2:33][CH2:34][CH2:35]2)[n:28]1>>[CH3:1][O:2][c:3]1[c:4]([NH:21][c:23]2[n:24][cH:25][c:26]([Cl:40])[c:27]([NH:29][C:30]3([CH2:36][C:37](=[O:38])[NH2:39])[CH2:31][CH2:32][CH2:33][CH2:34][CH2:35]3)[n:28]2)[cH:5][c:6]2[c:7]([cH:20]1)[CH2:8][CH2:9][N:10]([CH:13]([CH2:14][O:15][CH3:16])[CH2:17][O:18][CH3:19])[CH2:11][CH2:12]2. Reactants: N1CC(OCC1)CNC(=O)C1=C(N=C(S1)C1=CC=C(C=C1)Cl)C (N-(morpholin-2-yl methyl)-2-(4-chlorophenyl)-4-methylthiazole-5-carboxamide), COC(=O)C=1C=C(C=CC1)OB(O)O (3-(methoxycarbonyl)phenylboric acid). Product: ClC1=CC=C(C=C1)C=1SC(=C(N1)C)C(=O)NCC1CN(CCO1)C=1C=C(C(=O)OC)C=CC1 (Methyl 3-[2-[[2-(4-chlorophenyl)-4-methylthiazol-5-yl]carbonylaminomethyl]morpholin-4-yl]benzoate). Isolated yield 61.5%. As a reaction SMILES: [NH:1]1[CH2:6][CH2:5][O:4][CH:3]([CH2:7][NH:8][C:9]([C:11]2[S:15][C:14]([C:16]3[CH:21]=[CH:20][C:19]([Cl:22])=[CH:18][CH:17]=3)=[N:13][C:12]=2[CH3:23])=[O:10])[CH2:2]1.[CH3:24][O:25][C:26]([C:28]1[CH:29]=[C:30](OB(O)O)[CH:31]=[CH:32][CH:33]=1)=[O:27]>>[Cl:22][C:19]1[CH:20]=[CH:21][C:16]([C:14]2[S:15][C:11]([C:9]([NH:8][CH2:7][CH:3]3[O:4][CH2:5][CH2:6][N:1]([C:32]4[CH:33]=[C:28]([CH:29]=[CH:30][CH:31]=4)[C:26]([O:25][CH3:24])=[O:27])[CH2:2]3)=[O:10])=[C:12]([CH3:23])[N:13]=2)=[CH:17][CH:18]=1. Procedure details: Using N-(morpholin-2-yl methyl)-2-(4-chlorophenyl)-4-methylthiazole-5-carboxamide (120 mg, 0.341 mmol) and 3-(methoxycarbonyl)phenylboric acid (123 mg, 0.682 mmol), the same procedure was followed as in Example 2 to give 102 mg (62%) of the desired compound as a colorless powder. Reactants: C1(=CC=CC=C1)COC=1C(=NC=CC1)C=O (3-(phenylmethoxy)-2-pyridinecarboxaldehyde), C(=O)(OC)C=P(C1=CC=CC=C1)(C1=CC=CC=C1)C1=CC=CC=C1 (carbomethoxymethylenetriphenylphosphorane), C1(=CC=CC=C1)P(C1=CC=CC=C1)(C1=CC=CC=C1)=O (triphenylphosphine oxide). The solvent is C(C)#N (acetonitrile). Yields the product C1(=CC=CC=C1)COC=1C(=NC=CC1)/C=C/C(=O)OC ((E)-Methyl 3-[3-(phenylmethoxy)pyridin-2-yl]-2-propenoate). Isolated yield 712.6%. As a reaction SMILES: [C:1]1([CH2:7][O:8][C:9]2[C:10]([CH:15]=O)=[N:11][CH:12]=[CH:13][CH:14]=2)[CH:6]=[CH:5][CH:4]=[CH:3][CH:2]=1.[C:17]([CH:21]=P(C1C=CC=CC=1)(C1C=CC=CC=1)C1C=CC=CC=1)([O:19][CH3:20])=[O:18].C1(P(=O)(C2C=CC=CC=2)C2C=CC=CC=2)C=CC=CC=1>C(#N)C>[C:1]1([CH2:7][O:8][C:9]2[C:10](/[CH:15]=[CH:21]/[C:17]([O:19][CH3:20])=[O:18])=[N:11][CH:12]=[CH:13][CH:14]=2)[CH:2]=[CH:3][CH:4]=[CH:5][CH:6]=1. Procedure details: Crude 3-(phenylmethoxy)-2-pyridinecarboxaldehyde (30 g) and carbomethoxymethylenetriphenylphosphorane (55 g) in acetonitrile (800 ml) were stirred at reflux overnight. The solution was evaporated onto silica (Merck 9385) which was then purified by FCC eluting with ethyl acetate to give the product contaminated with triphenylphosphine oxide. This crude product was triturated with ether and the triturate was evaporated to an oil which was chromatographed on a column of silica (Merck 9385) eluting ...